This data is from the Open Reaction Database (ORD), a public repository of structured organic reaction records. The task is: describe an organic reaction: reactants, conditions, products, and yield The reactants are C(C)(C)(C)OC(=O)NCC(COC1=C(C(=O)OC)C=CC(=C1)C(C)(C)C)(C)C (methyl 2-(3-tert-butoxycarbonylamino-2,2-dimethylpropoxy)-4-tert-butylbenzoate), CI (methyl iodide), C[Si](C)(C)[N-][Si](C)(C)C.[Na+] (sodium bis(trimethylsilyl)amide). The solvent is ClCCl (dichloromethane), C1CCOC1 (THF). Conditions: time 2.5 day. The product is C(C)(C)(C)OC(=O)N(CC(COC1=C(C(=O)OC)C=CC(=C1)C(C)(C)C)(C)C)C (Methyl 2-[3-[(tert-Butoxycarbonyl)(methyl)amino]-2,2-dimethylpropoxy]-4-tert-butylbenzoate). The yield is 61.8%. As a reaction SMILES: [C:1]([O:5][C:6]([NH:8][CH2:9][C:10]([CH3:28])([CH3:27])[CH2:11][O:12][C:13]1[CH:22]=[C:21]([C:23]([CH3:26])([CH3:25])[CH3:24])[CH:20]=[CH:19][C:14]=1[C:15]([O:17][CH3:18])=[O:16])=[O:7])([CH3:4])([CH3:3])[CH3:2].CI.[CH3:31][Si]([N-][Si](C)(C)C)(C)C.[Na+]>C1COCC1.ClCCl>[C:1]([O:5][C:6]([N:8]([CH3:31])[CH2:9][C:10]([CH3:28])([CH3:27])[CH2:11][O:12][C:13]1[CH:22]=[C:21]([C:23]([CH3:26])([CH3:25])[CH3:24])[CH:20]=[CH:19][C:14]=1[C:15]([O:17][CH3:18])=[O:16])=[O:7])([CH3:3])([CH3:4])[CH3:2] |f:2.3|. Reported procedure: To a solution of methyl 2-(3-tert-butoxycarbonylamino-2,2-dimethylpropoxy)-4-tert-butylbenzoate (2.50 g, 6.35 mmol) in THF at 0° C. under N2 was added methyl iodide (4.51 g, 31.8 mmol, 5 eq), followed by sodium bis(trimethylsilyl)amide (12.7 mL, 12.7 mmol, 1.0 M in THF). The cooling bath was allowed to slowly warm to room temperature. The reaction was stirred at room temerature for 2.5 days, then diluted with dichloromethane, washed with water and brine, dried, and concentrated in vacuo to give ... Starting materials: Compound, FC(OC1=C(CS(=O)(=O)C2=[N+](C=CC=C2)[O-])C=C(C=C1)Cl)F (2-(2-difluoromethoxy-5-chlorobenzylsulfonyl)pyridine-N-oxide), [H-].[Na+] (sodium hydride), CI (methyl iodide). The solvent is CN(C=O)C (dimethylformamide). Product: FC(OC1=C(C=C(C=C1)Cl)C(C)S(=O)(=O)C1=[N+](C=CC=C1)[O-])F (2-[1-(2-difluoromethoxy-5-chlorophenyl)ethylsulfonyl]pyridine-N-oxide). RXN SMILES: [F:1][CH:2]([F:22])[O:3][C:4]1[CH:20]=[CH:19][C:18]([Cl:21])=[CH:17][C:5]=1[CH2:6][S:7]([C:10]1[CH:15]=[CH:14][CH:13]=[CH:12][N+:11]=1[O-:16])(=[O:9])=[O:8].[H-].[Na+].[CH3:25]I>CN(C)C=O>[F:22][CH:2]([F:1])[O:3][C:4]1[CH:20]=[CH:19][C:18]([Cl:21])=[CH:17][C:5]=1[CH:6]([S:7]([C:10]1[CH:15]=[CH:14][CH:13]=[CH:12][N+:11]=1[O-:16])(=[O:8])=[O:9])[CH3:25] |f:1.2|. Procedure details: In the same manner as in Example 1, 8.86 g of 2-(2-difluoromethoxy-5-chlorobenzylsulfonyl)pyridine-N-oxide, 1.11 g of 55% sodium hydride and 3.60 g of methyl iodide were mixed with 150 ml of dimethylformamide and the mixture was reacted followed by the same after-treatment as in Example 1, whereby 7.00 g of Compound No. 15 of the present invention was obtained. The product was white crystals having a melting point of from 145°-147° C. Starting materials: C[Si](C)(C)[N-][Si](C)(C)C.[Li+].C1CCOC1 (lithiumbis(trimethylsilyl)amide THF), BrC=1C=C2C(C(C(N(C2=C2C1CCC2)C(=O)OC(C)(C)C)(C)C)=O)C (tert-butyl 6-bromo-2,2,4-trimethyl-2,3,4,7,8,9-hexahydro-1H-cyclopenta[h]quinolin-3-one-1-carboxylate), IC(C)C (2-Iodopropane). Run in O (water), C1(=CC=CC=C1)C (toluene). Run at time 15 minute. The product is BrC=1C=C2C(C(C(N(C2=C2C1CCC2)C(=O)OC(C)(C)C)(C)C)=O)(CCC)C (tert-butyl 6-bromo-2,2,4-trimethyl-4-(2-methylethyl)-2,3,4,7,8,9-hexahydro-1H-cyclopenta[h]quinolin-3-one-1-carboxylate). The yield is 41.0%. As a reaction SMILES: [Br:1][C:2]1[CH:3]=[C:4]2[C:9](=[C:10]3[CH2:14][CH2:13][CH2:12][C:11]=13)[N:8]([C:15]([O:17][C:18]([CH3:21])([CH3:20])[CH3:19])=[O:16])[C:7]([CH3:23])([CH3:22])[C:6](=[O:24])[CH:5]2[CH3:25].C[Si]([N-][Si](C)(C)C)(C)C.[Li+].[CH2:36]1COC[CH2:37]1.I[CH:42](C)C>C1(C)C=CC=CC=1.O>[Br:1][C:2]1[CH:3]=[C:4]2[C:9](=[C:10]3[CH2:14][CH2:13][CH2:12][C:11]=13)[N:8]([C:15]([O:17][C:18]([CH3:19])([CH3:21])[CH3:20])=[O:16])[C:7]([CH3:23])([CH3:22])[C:6](=[O:24])[C:5]2([CH3:42])[CH2:25][CH2:36][CH3:37] |f:1.2.3|. Procedure details: A solution of tert-butyl 6-bromo-2,2,4-trimethyl-2,3,4,7,8,9-hexahydro-1H-cyclopenta[h]quinolin-3-one-1-carboxylate (300 mg) obtained in Example 1, 7) in toluene (3 ml) was cooled to −20° C., 1.0 M lithiumbis(trimethylsilyl)amide/THF solution (2.9 ml) was added dropwise and the mixture was stirred for 15 min. 2-Iodopropane (293 μl) was added, and the mixture was stirred at 70° C. for 13 hr. The reaction mixture was diluted with water, and the mixture was extracted with ethyl acetate. The organic... The reactants are NC1=C(C=CC=C1C(C1=CC=CC=C1)=O)CC(=O)O (2-amino-3-benzoylphenylacetic acid), [OH-].[Na+] (sodium hydroxide), [Na] (sodium). Run in O1CCCC1 (tetrahydrofuran). Conditions: time 3 hour. Yields the product O.NC1=C(C=CC=C1C(C1=CC=CC=C1)=O)CC(=O)[O-].[Na+] (Sodium 2-Amino-3-benzoylphenylacetate Hydrate). As a reaction SMILES: [NH2:1][C:2]1[C:7]([C:8](=[O:15])[C:9]2[CH:14]=[CH:13][CH:12]=[CH:11][CH:10]=2)=[CH:6][CH:5]=[CH:4][C:3]=1[CH2:16][C:17]([OH:19])=[O:18].[OH-].[Na+:21].[Na]>O1CCCC1>[OH2:15].[NH2:1][C:2]1[C:7]([C:8](=[O:15])[C:9]2[CH:14]=[CH:13][CH:12]=[CH:11][CH:10]=2)=[CH:6][CH:5]=[CH:4][C:3]=1[CH2:16][C:17]([O-:19])=[O:18].[Na+:21] |f:1.2,5.6.7,^1:21|. Procedure details: A stirred solution of 111 g. of 2-amino-3-benzoylphenylacetic acid in 777 ml. of tetrahydrofuran was treated with 31.3 g. of 50% sodium hydroxide solution. The sodium salt began to separate after 15 minutes. After 3 hours stirring using an ice bath, the sodium salt was collected and dried (64.0 g., m.p. 245°-252° C.). The salt was recrystallized by adding 1 gm. of salt to 10 ml. of refluxing 95% ethanol followed by the addition of 5 ml. of hot isopropyl ether. After several hours cooling the sal... The reactants are COC(=O)CCS(=O)(=O)C(C)(C)c1ncc(Br)s1, CC(=O)[O-], C1CCOC1, C[O-], NOS(=O)(=O)O, [Na+], [Na+], O. Product: CC(C)(c1ncc(Br)s1)S(N)(=O)=O. Reaction SMILES: [Br:1][c:2]1[cH:3][n:4][c:5]([C:7]([CH3:8])([CH3:9])[S:10](=[O:11])(=[O:12])[CH2:13][CH2:14][C:15]([O:16][CH3:17])=[O:18])[s:6]1.[C:22]([O-:23])(=[O:24])[CH3:25].[CH2:33]1[O:34][CH2:35][CH2:36][CH2:37]1.[CH3:19][O-:20].[NH2:27][O:28][S:29]([OH:30])(=[O:31])=[O:32].[Na+:21].[Na+:26].[OH2:38]>>[Br:1][c:2]1[cH:3][n:4][c:5]([C:7]([CH3:8])([CH3:9])[S:10](=[O:11])(=[O:12])[NH2:27])[s:6]1. Starting materials: C1(=CC=CC=C1)P(=O)(C1=CC=CC=C1)OC=1[C@@H]([C@H]2N(C1C(=O)OCC1=CC=C(C=C1)[N+](=O)[O-])C([C@@H]2[C@@H](C)O)=O)C (4-nitrobenzyl (1R,5R,6S)-2-(diphenylphosphoryloxy)-6-[(1R)-1-hydroxyethyl]-1-methyl-1-carbapen-2-em-3-carboxylate), S[C@H]1C[C@H](N(C1)C(=O)OCC1=CC=C(C=C1)[N+](=O)[O-])CC(=O)N1C[C@H](CC1)NC(=O)OCC1=CC=C(C=C1)[N+](=O)[O-] ((2R,4S)-4-mercapto-1-(4-nitrobenzyloxycarbonyl)-2-[(3S)-3-(4-nitrobenzyloxycarbonylamino)pyrrolidin-1-ylcarbonylmethyl]pyrrolidine). Run in C(C)#N (acetonitrile), C(C)#N (acetonitrile), C(C)(C)N(CC)C(C)C (diisopropylethylamine). Conditions: time 1 day. The product is [N+](=O)([O-])C1=CC=C(COC(=O)N2[C@@H](C[C@@H](C2)SC=2[C@@H]([C@@H]3N(C2C(=O)OCC2=CC=C(C=C2)[N+](=O)[O-])C([C@@H]3[C@@H](C)O)=O)C)CC(=O)N3C[C@H](CC3)NC(=O)OCC3=CC=C(C=C3)[N+](=O)[O-])C=C1 (4-nitrobenzyl (1R,5R,6S)-2-[(2R,4S)-1-(4-nitrobenzyloxycarbonyl)-2-[(3S)-3-(4-nitrobenzyloxycarbonylamino)pyrrolidin-1-ylcarbonylmethyl]pyrrolidin-4-ylthio]-6-[(1R)-1-hydroxyethyl]-1-methyl-1-carbapen-2-em-3-carboxylate). The yield is 94.6%. Reaction SMILES: C1(P(O[C:16]2[C@H:17]([CH3:40])[C@@H:18]3[C@@H:35]([C@H:36]([OH:38])[CH3:37])[C:34](=[O:39])[N:19]3[C:20]=2[C:21]([O:23][CH2:24][C:25]2[CH:30]=[CH:29][C:28]([N+:31]([O-:33])=[O:32])=[CH:27][CH:26]=2)=[O:22])(C2C=CC=CC=2)=O)C=CC=CC=1.[SH:41][C@@H:42]1[CH2:46][N:45]([C:47]([O:49][CH2:50][C:51]2[CH:56]=[CH:55][C:54]([N+:57]([O-:59])=[O:58])=[CH:53][CH:52]=2)=[O:48])[C@H:44]([CH2:60][C:61]([N:63]2[CH2:67][CH2:66][C@H:65]([NH:68][C:69]([O:71][CH2:72][C:73]3[CH:78]=[CH:77][C:76]([N+:79]([O-:81])=[O:80])=[CH:75][CH:74]=3)=[O:70])[CH2:64]2)=[O:62])[CH2:43]1>C(#N)C.C(N(C(C)C)CC)(C)C>[N+:57]([C:54]1[CH:55]=[CH:56][C:51]([CH2:50][O:49][C:47]([N:45]2[CH2:46][C@@H:42]([S:41][C:16]3[C@H:17]([CH3:40])[C@H:18]4[C@@H:35]([C@H:36]([OH:38])[CH3:37])[C:34](=[O:39])[N:19]4[C:20]=3[C:21]([O:23][CH2:24][C:25]3[CH:26]=[CH:27][C:28]([N+:31]([O-:33])=[O:32])=[CH:29][CH:30]=3)=[O:22])[CH2:43][C@H:44]2[CH2:60][C:61]([N:63]2[CH2:67][CH2:66][C@H:65]([NH:68][C:69]([O:71][CH2:72][C:73]3[CH:74]=[CH:75][C:76]([N+:79]([O-:81])=[O:80])=[CH:77][CH:78]=3)=[O:70])[CH2:64]2)=[O:62])=[O:48])=[CH:52][CH:53]=1)([O-:59])=[O:58]. Procedure: To a solution of 4-nitrobenzyl (1R,5R,6S)-2-(diphenylphosphoryloxy)-6-[(1R)-1-hydroxyethyl]-1-methyl-1-carbapen-2-em-3-carboxylate (478 mg) in anhydrous acetonitrile (5.5 ml), a solution of (2R,4S)-4-mercapto-1-(4-nitrobenzyloxycarbonyl)-2-[(3S)-3-(4-nitrobenzyloxycarbonylamino)pyrrolidin-1-ylcarbonylmethyl]pyrrolidine (450 mg) in anhydrous acetonitrile (5.5 ml) and diisopropylethylamine (0.140 ml) were added under ice cooling. The resulting mixture was allowed to stand for one day at the same t... Reactants: CCNc1ncc2c(n1)N1CCCC1CN(Cc1ccc([N+](=O)[O-])cc1)C2=O, C1CCOC1, CCO, [H][H]. The product is CCNc1ncc2c(n1)N1CCCC1CN(Cc1ccc(N)cc1)C2=O. RXN SMILES: [CH2:1]([CH3:2])[NH:3][c:4]1[n:5][cH:6][c:7]2[c:8]([n:28]1)[N:9]1[CH2:10][CH2:11][CH2:12][CH:13]1[CH2:14][N:15]([CH2:18][c:19]1[cH:20][cH:21][c:22]([N+:25]([O-:26])=[O:27])[cH:23][cH:24]1)[C:16]2=[O:17].[CH2:34]1[O:35][CH2:36][CH2:37][CH2:38]1.[CH3:31][CH2:32][OH:33].[H:29][H:30]>>[CH2:1]([CH3:2])[NH:3][c:4]1[n:5][cH:6][c:7]2[c:8]([n:28]1)[N:9]1[CH2:10][CH2:11][CH2:12][CH:13]1[CH2:14][N:15]([CH2:18][c:19]1[cH:20][cH:21][c:22]([NH2:25])[cH:23][cH:24]1)[C:16]2=[O:17].